Task: describe an organic reaction: reactants, conditions, products, and yield. Dataset: the Open Reaction Database (ORD), a public repository of structured organic reaction records RXN SMILES: [CH3:1][O:2][C:3]1[CH:4]=[C:5]2[C:10](=[CH:11][C:12]=1[O:13][CH3:14])[N:9]=[CH:8][CH:7]=[C:6]2[O:15][C:16]1[CH:27]=[CH:26][C:19]2[C:20]([C:23](O)=[O:24])=[CH:21][O:22][C:18]=2[CH:17]=1.F[B-](F)(F)F.N1(OC(N(C)C)=[N+](C)C)C2C=CC=CC=2N=N1.[Cl:50][C:51]1[CH:57]=[CH:56][C:54]([NH2:55])=[CH:53][CH:52]=1.C(N(CC)C(C)C)(C)C>CN(C=O)C>[Cl:50][C:51]1[CH:57]=[CH:56][C:54]([NH:55][C:23]([C:20]2[C:19]3[CH:26]=[CH:27][C:16]([O:15][C:6]4[C:5]5[C:10](=[CH:11][C:12]([O:13][CH3:14])=[C:3]([O:2][CH3:1])[CH:4]=5)[N:9]=[CH:8][CH:7]=4)=[CH:17][C:18]=3[O:22][CH:21]=2)=[O:24])=[CH:53][CH:52]=1 |f:1.2|. Yield: 12.4%. Conditions: time 2 day. Reactants: C(C)(C)N(C(C)C)CC (N,N-diisopropylethylamine), COC=1C=C2C(=CC=NC2=CC1OC)OC1=CC2=C(C(=CO2)C(=O)O)C=C1 (6-(6,7-Dimethoxyquinolin-4-yloxy)benzofuran-3-carboxylic acid), F[B-](F)(F)F.N1(N=NC2=C1C=CC=C2)OC(=[N+](C)C)N(C)C (2-(1H-benzotriazole-1-yl)-1,1,3,3-tetramethyluronium tetrafluoroborate), ClC1=CC=C(N)C=C1 (4-chloroaniline). The solvent is CN(C)C=O (DMF). Reported procedure: 6-(6,7-Dimethoxyquinolin-4-yloxy)benzofuran-3-carboxylic acid (31 mg, 0.085 mmol) and 2-(1H-benzotriazole-1-yl)-1,1,3,3-tetramethyluronium tetrafluoroborate (41 mg, 0.127 mmol) were added to a reaction tube then dissolved in DMF (0.6 mL). 4-chloroaniline (13 mg, 0.102 mmol) was added to the reaction mixture, followed by N,N-diisopropylethylamine (22 mg, 0.17 mmol) and stirring was continued for 2 days. The mixture was concentrated in vacuo. The remaining orange oil was purified by silica gel chr... Yields the product ClC1=CC=C(C=C1)NC(=O)C1=COC2=C1C=CC(=C2)OC2=CC=NC1=CC(=C(C=C21)OC)OC (N-(4-chlorophenyl)-6-(6,7-dimethoxyquinolin-4-yloxy)benzofuran-3-carboxamide).